This data is from the Open Reaction Database (ORD), a public repository of structured organic reaction records. The task is: describe an organic reaction: reactants, conditions, products, and yield The reactants are FC1(CC(C1)C(=O)OCC1=CC=CC=C1)F (benzyl 3,3-difluorocyclobutanecarboxylate), O (Water), CC1(OC(=O)CC(=O)O1)C (Meldrum's acid), CCN=C=NCCCN(C)C (EDCI). Reagents/catalysts: [Pd] (Pd/C), CN(C)C=1C=CN=CC1 (DMAP). The solvent is CO (methanol). Run at temperature 0 celsius, time 2 hour. Product: FC1(CC(C1)C(=O)C1C(OC(OC1=O)(C)C)=O)F (5-(3,3-difluorocyclobutanecarbonyl)-2,2-dimethyl-1,3-dioxane-4,6-dione). The yield is 76.3%. Reaction SMILES: [F:1][C:2]1([F:16])[CH2:5][CH:4]([C:6]([O:8]CC2C=CC=CC=2)=O)[CH2:3]1.[CH3:17][C:18]1([CH3:26])[O:25][C:23](=[O:24])[CH2:22][C:20](=[O:21])[O:19]1.CCN=C=NCCCN(C)C.O>CO.CN(C1C=CN=CC=1)C.[Pd]>[F:16][C:2]1([F:1])[CH2:3][CH:4]([C:6]([CH:22]2[C:23](=[O:24])[O:25][C:18]([CH3:26])([CH3:17])[O:19][C:20]2=[O:21])=[O:8])[CH2:5]1. Reported procedure: A mixture of benzyl 3,3-difluorocyclobutanecarboxylate (28 g, 0.12 mol) and Pd/C (5 g) in methanol (150 mL) was hydrogenated for 2 h at ambient temperature. Pd/C was filtered off and the filtrate was concentrated. The residue was dissolved in dichloromethane (200 mL) and cooled to 0° C. DMAP (30.8 g, 0.250 mol), Meldrum's acid (19.6 g, 0.140 mol) and EDCI (26.9 g, 0.140 mol) were added successively. The reaction mixture was stirred overnight at ambient temperature. Water (200 mL) was added and t...